This data is from the Open Reaction Database (ORD), a public repository of structured organic reaction records. The task is: describe an organic reaction: reactants, conditions, products, and yield Starting materials: N1=CC=CC=C1 (pyridine), CC1=C(C=CC(=C1)C)C1C(CC(CC1=O)(C)C)=O (2-(2',4'-dimethylphenyl)-5,5-dimethyl-1,3-cyclohexanedione), C(C)C(C(=O)Cl)CCCC (2-ethylhexanoyl chloride). Run in C(Cl)(Cl)Cl (chloroform). Reaction conditions: time 2 hour. Yields the product C(C)C(C(=O)OC1=C(C(CC(C1)(C)C)=O)C1=C(C=C(C=C1)C)C)CCCC (3-(2-ethylhexanoyloxy)-5,5-dimethyl-2-(2',4'-dimethylphenyl)-2-cyclohexenone). Isolated yield 50.5%. As a reaction SMILES: [CH3:1][C:2]1[CH:7]=[C:6]([CH3:8])[CH:5]=[CH:4][C:3]=1[CH:9]1[C:14](=[O:15])[CH2:13][C:12]([CH3:17])([CH3:16])[CH2:11][C:10]1=[O:18].N1C=CC=CC=1.[CH2:25]([CH:27]([CH2:31][CH2:32][CH2:33][CH3:34])[C:28](Cl)=[O:29])[CH3:26]>C(Cl)(Cl)Cl>[CH2:25]([CH:27]([CH2:31][CH2:32][CH2:33][CH3:34])[C:28]([O:18][C:10]1[CH2:11][C:12]([CH3:16])([CH3:17])[CH2:13][C:14](=[O:15])[C:9]=1[C:3]1[CH:4]=[CH:5][C:6]([CH3:8])=[CH:7][C:2]=1[CH3:1])=[O:29])[CH3:26]. Procedure details: A solution of 1.50 g (6.14 mmol) of 2-(2',4'-dimethylphenyl)-5,5-dimethyl-1,3-cyclohexanedione in 10 ml of chloroform was cooled in ice and 1.94 g (24.56 mmol) of pyridine added followed by 2.00 g (12.28 mmol) of 2-ethylhexanoyl chloride. The mixture was stirred for 2 hrs. at room temperature, then refluxed for 12 hrs. The mixture was worked up exactly as described in Example I above to give 1.58 g of a slightly yellow, viscous oil. This material was chromatographed through 75 g of silica gel (0... Reactants: C(C)(=O)OCC (ethyl acetate), COC(CC1=CC2=CC=C(C=C2C(=C1C)C(CCN)=C)F)=O ([4-(3-amino-1-methylene-propyl)-6-fluoro-3-methyl-naphthalen-2-yl]-acetic acid methyl ester), C(C)(C)N(C(C)C)CC (N,N-diisopropylethylamine), ClC1=C(C=CC=C1)S(=O)(=O)Cl (2-chlorobenzene-1-sulfonyl chloride). Solvent: hexanes, hexanes, C1CCOC1 (THF). Reaction conditions: temperature 0 celsius, time 2 hour. Yields the product COC(CC1=CC2=CC=C(C=C2C(=C1C)C(CCNS(=O)(=O)C1=C(C=CC=C1)Cl)=C)F)=O ({4-[3-(2-chloro-benzenesulfonylamino)-1-methylene-propyl]-6-fluoro-3-methyl-naphthalen-2-yl}-acetic acid methyl ester). As a reaction SMILES: [CH3:1][O:2][C:3](=[O:22])[CH2:4][C:5]1[C:14]([CH3:15])=[C:13]([C:16](=[CH2:20])[CH2:17][CH2:18][NH2:19])[C:12]2[C:7](=[CH:8][CH:9]=[C:10]([F:21])[CH:11]=2)[CH:6]=1.[Cl:23][C:24]1[CH:29]=[CH:28][CH:27]=[CH:26][C:25]=1[S:30](Cl)(=[O:32])=[O:31].C(N(CC)C(C)C)(C)C.C(OCC)(=O)C>C1COCC1>[CH3:1][O:2][C:3](=[O:22])[CH2:4][C:5]1[C:14]([CH3:15])=[C:13]([C:16](=[CH2:20])[CH2:17][CH2:18][NH:19][S:30]([C:25]2[CH:26]=[CH:27][CH:28]=[CH:29][C:24]=2[Cl:23])(=[O:32])=[O:31])[C:12]2[C:7](=[CH:8][CH:9]=[C:10]([F:21])[CH:11]=2)[CH:6]=1. Procedure: A solution of [4-(3-amino-1-methylene-propyl)-6-fluoro-3-methyl-naphthalen-2-yl]-acetic acid methyl ester (120 mg, 0.398 mmol) in THF (4 mL) was cooled to 0° C. and the solid 2-chlorobenzene-1-sulfonyl chloride (168 mg, 0.796 mmol) was added followed by N,N-diisopropylethylamine (154 mg, 209 μL, 1.19 mmol). After stirring for 2 hours at 0° C., the cooling bath was removed and the reaction mixture was warmed to room temperature. The reaction mixture was stirred at room temperature for 15 hours, t... Reaction SMILES: [CH2:27]([N:28]1[CH2:29][CH2:30][NH:31][CH2:32][CH2:33]1)[c:34]1[cH:35][cH:36][cH:37][cH:38][cH:39]1.[CH2:40]([c:41]1[cH:42][cH:43][cH:44][cH:45][cH:46]1)[N:47]1[CH2:48][CH2:49][N:50]([C:53](=[O:54])[CH:55]2[O:56][CH2:57][CH2:58][CH2:59][CH2:60]2)[CH2:51][CH2:52]1.[Cl-:20].[Cl:21][C:22]([C:23]([Cl:24])=[O:25])=[O:26].[Na:1].[O:11]1[CH2:12][CH2:13][CH2:14][CH2:15][CH:16]1[C:17]([OH:18])=[O:19].[O:2]1[CH:3]=[CH:4][CH2:5][CH2:6][CH:7]1[C:8]([OH:9])=[O:10]>>[NH:47]1[CH2:48][CH2:49][N:50]([C:53](=[O:54])[CH:55]2[O:56][CH2:57][CH2:58][CH2:59][CH2:60]2)[CH2:51][CH2:52]1. Product: O=C(C1CCCCO1)N1CCNCC1. Starting materials: c1ccc(CN2CCNCC2)cc1, O=C(C1CCCCO1)N1CCN(Cc2ccccc2)CC1, [Cl-], O=C(Cl)C(=O)Cl, [Na], O=C(O)C1CCCCO1, O=C(O)C1CCC=CO1. Reactants: C(CC)C=1NC2=C(N1)C=C1C(=C2)NC(C1(C)C(=O)OCC)=O (2-Propyl-7-ethoxycarbonyl-7-methyl-6,7-dihydro-3H,5H-pyrrolo[2,3-f]benzimidazol-6-one), S(O)(O)(=O)=O (sulphuric acid), N (ammonia). The product is C(CC)C=1NC2=C(N1)C=C1C(=C2)NC(C1C)=O (2-Propyl-7-methyl-6,7-dihydro-3H,5H-pyrrolo[2,3-f]benzimidazol-6-one). Reaction SMILES: [CH2:1]([C:4]1[NH:5][C:6]2[CH:12]=[C:11]3[NH:13][C:14](=[O:22])[C:15](C(OCC)=O)([CH3:16])[C:10]3=[CH:9][C:7]=2[N:8]=1)[CH2:2][CH3:3].S(=O)(=O)(O)O.N>>[CH2:1]([C:4]1[NH:5][C:6]2[CH:12]=[C:11]3[NH:13][C:14](=[O:22])[CH:15]([CH3:16])[C:10]3=[CH:9][C:7]=2[N:8]=1)[CH2:2][CH3:3]. Procedure details: 1.50 g. (4.9 mmole) of the compound prepared in Example 10 is stirred in 30 ml. 60% sulphuric acid for 1 hour at 60° C. bath temperature, then poured on to ice, neutralised with 2N aqueous ammonia solution and the precipitated product is filtered off with suction and the residue crystallised from ethyl acetate/methanol. There is obtained 0.70 g. (62% of theory) of the title compound; m.p. 235°-238° C.